The task is: describe an organic reaction: reactants, conditions, products, and yield. This data is from the Open Reaction Database (ORD), a public repository of structured organic reaction records. Reactants: O=C([O-])O, C[S-], O=[N+]([O-])c1c(F)c(Cl)cc2c1[nH]c1cnccc12, [Na+], [Na+], CN(C)C=O, O. Product: CSc1c(Cl)cc2c([nH]c3cnccc32)c1[N+](=O)[O-]. Reaction SMILES: [C:27](=[O:28])([OH:29])[O-:30].[CH3:24][S-:25].[Cl:1][c:2]1[cH:3][c:4]2[c:5]3[cH:6][cH:7][n:8][cH:9][c:10]3[nH:11][c:12]2[c:13]([N+:16](=[O:17])[O-:18])[c:14]1[F:15].[Na+:26].[Na+:31].[O:19]=[CH:20][N:21]([CH3:22])[CH3:23].[OH2:32]>>[Cl:1][c:2]1[cH:3][c:4]2[c:5]3[cH:6][cH:7][n:8][cH:9][c:10]3[nH:11][c:12]2[c:13]([N+:16](=[O:17])[O-:18])[c:14]1[S:25][CH3:24]. The reactants are O=C1N(C(C2=CC=CC=C12)=O)CC(CSC)NC(OC(C)(C)C)=O (tert-butyl [1-(1,3-dioxo-1,3-dihydro-2H-isoindol-2-yl)-3-(methylsulfanyl)propan-2-yl]carbamate), O.NN (hydrazine hydrate). Solvent: C(C)O (ethanol). Run at time 30 minute. The product is NCC(CSC)NC(OC(C)(C)C)=O (tert-butyl [1-amino-3-(methylsulfanyl)propan-2-yl]carbamate). Reaction SMILES: O=C1C2C(=CC=CC=2)C(=O)[N:3]1[CH2:12][CH:13]([NH:17][C:18](=[O:24])[O:19][C:20]([CH3:23])([CH3:22])[CH3:21])[CH2:14][S:15][CH3:16].O.NN>C(O)C>[NH2:3][CH2:12][CH:13]([NH:17][C:18](=[O:24])[O:19][C:20]([CH3:22])([CH3:21])[CH3:23])[CH2:14][S:15][CH3:16] |f:1.2|. Procedure details: To a solution of tert-butyl [1-(1,3-dioxo-1,3-dihydro-2H-isoindol-2-yl)-3-(methylsulfanyl)propan-2-yl]carbamate (from Step 3 of PrepEx 4.11) (10.0 g, 28.6 mmol) in ethanol (150 mL) was added dropwise hydrazine hydrate (15.7 g, 286 mmol) at 0° C. and then the reaction mixture was allowed to warm to ambient temperature. After 30 minutes, the reaction mixture was heated to reflux. After two hours, the reaction mixture was cooled, filtered, and concentrated under reduced pressure. The residue was pu... Starting materials: [Si](C)(C)(C(C)(C)C)OCC=1C(=NC=CC1)C(=O)C=1N(C2=CC(=CC=C2C1NC(CC)=O)Cl)C(=O)OCC (2-[3-(tert-Butyldimethylsilyloxymethyl)pyridine-2-carbonyl]-6-chloro-1-ethoxycarbonyl-3-(propionylamino)indole), [OH-].[Na+] (NaOH), Cl (HCl). Run in C(C)O.C1CCOC1 (ethanol THF). Conditions: time 1.5 hour. The product is [Si](C)(C)(C(C)(C)C)OCC=1C(=NC=CC1)C(=O)C=1NC2=CC(=CC=C2C1NC(CC)=O)Cl (2-[3-(tert-Butyldimethylsilyloxymethyl)pyridine-2-carbonyl]-6-chloro-3-(propionylamino)indole). The yield is 85.6%. RXN SMILES: [Si:1]([O:8][CH2:9][C:10]1[C:11]([C:16]([C:18]2[N:19](C(OCC)=O)[C:20]3[C:25]([C:26]=2[NH:27][C:28](=[O:31])[CH2:29][CH3:30])=[CH:24][CH:23]=[C:22]([Cl:32])[CH:21]=3)=[O:17])=[N:12][CH:13]=[CH:14][CH:15]=1)([C:4]([CH3:7])([CH3:6])[CH3:5])([CH3:3])[CH3:2].[OH-].[Na+].Cl>C(O)C.C1COCC1>[Si:1]([O:8][CH2:9][C:10]1[C:11]([C:16]([C:18]2[NH:19][C:20]3[C:25]([C:26]=2[NH:27][C:28](=[O:31])[CH2:29][CH3:30])=[CH:24][CH:23]=[C:22]([Cl:32])[CH:21]=3)=[O:17])=[N:12][CH:13]=[CH:14][CH:15]=1)([C:4]([CH3:6])([CH3:5])[CH3:7])([CH3:3])[CH3:2] |f:1.2,4.5|. Reported procedure: To a solution of 2-[3-(tert-butyldimethylsilyloxymethyl)pyridine-2-carbonyl]-6-chloro-1-ethoxycarbonyl-3-(propionylamino)indole (step 4, 890 mg, 1.64 mmol) in ethanol-THF (2:1, 30 ml) was added 2N aqueous NaOH (5 ml) at 0° C. After stirring for 1.5 h, the mixture was neutralized with 2N aqueous HCl (5 ml). The mixture was concentrated and the residue was diluted with ethyl acetate (200 ml). The organic solution was washed with water (50 ml×2), dried (MgSO4), and concentrated. The residue was pur... Reactants: C[Si](C)(C)C=[N+]=[N-], CO, O=C(O)c1ccc(F)nc1. Yields the product COC(=O)c1ccc(F)nc1. As a reaction SMILES: [CH3:11][Si:12]([CH:13]=[N+:14]=[N-:15])([CH3:16])[CH3:17].[CH3:18][OH:19].[F:1][c:2]1[n:3][cH:4][c:5]([C:6](=[O:7])[OH:8])[cH:9][cH:10]1>>[F:1][c:2]1[n:3][cH:4][c:5]([C:6](=[O:7])[O:8][CH3:11])[cH:9][cH:10]1. Yields the product CC(C)(C)c1ccc(C2CC2C(=O)O)c(-c2ccncc2)c1. Reactants: CC(C)(C)c1ccc(C2CC2C(=O)OCc2ccccc2)c(-c2ccncc2)c1, CO. As a reaction SMILES: [C:1]([CH3:2])([CH3:3])([CH3:4])[c:5]1[cH:6][c:7](-[c:24]2[cH:25][cH:26][n:27][cH:28][cH:29]2)[c:8]([CH:11]2[CH:12]([C:14](=[O:15])[O:16][CH2:17][c:18]3[cH:19][cH:20][cH:21][cH:22][cH:23]3)[CH2:13]2)[cH:9][cH:10]1.[CH3:30][OH:31]>>[C:1]([CH3:2])([CH3:3])([CH3:4])[c:5]1[cH:6][c:7](-[c:24]2[cH:25][cH:26][n:27][cH:28][cH:29]2)[c:8]([CH:11]2[CH:12]([C:14](=[O:15])[OH:16])[CH2:13]2)[cH:9][cH:10]1. Reactants: CCN(CC)S(F)(F)F, ClCCl, Cl, [Na+], O=C([O-])O, CNCC(c1ccc2ccccc2c1)C(O)c1ccccc1. The product is CNCC(c1ccc2ccccc2c1)C(Cl)c1ccccc1. RXN SMILES: [CH2:24]([N:25]([S:26]([F:27])([F:28])[F:29])[CH2:30][CH3:31])[CH3:32].[Cl:38][CH2:39][Cl:40].[ClH:23].[Na+:37].[O-:33][C:34]([OH:35])=[O:36].[OH:1][CH:2]([CH:3]([CH2:4][NH:5][CH3:6])[c:7]1[cH:8][c:9]2[cH:10][cH:11][cH:12][cH:13][c:14]2[cH:15][cH:16]1)[c:17]1[cH:18][cH:19][cH:20][cH:21][cH:22]1>>[CH:2]([CH:3]([CH2:4][NH:5][CH3:6])[c:7]1[cH:8][c:9]2[cH:10][cH:11][cH:12][cH:13][c:14]2[cH:15][cH:16]1)([c:17]1[cH:18][cH:19][cH:20][cH:21][cH:22]1)[Cl:23]. Starting materials: C1CCC2=NCCCN2CC1, C1CCOC1, CC(C)O, CS(=O)c1nc(N)nc(-c2ccco2)c1I. Yields the product CC(C)Oc1nc(N)nc(-c2ccco2)c1I. Reaction SMILES: [CH2:21]1[CH2:22][CH2:23][C:24]2=[N:29][CH2:28][CH2:27][CH2:26][N:25]2[CH2:30][CH2:31]1.[CH2:32]1[O:33][CH2:34][CH2:35][CH2:36]1.[CH:17]([CH3:18])([CH3:19])[OH:20].[o:1]1[c:2](-[c:6]2[n:7][c:8]([NH2:16])[n:9][c:10]([S:13]([CH3:14])=[O:15])[c:11]2[I:12])[cH:3][cH:4][cH:5]1>>[o:1]1[c:2](-[c:6]2[n:7][c:8]([NH2:16])[n:9][c:10]([O:20][CH:17]([CH3:18])[CH3:19])[c:11]2[I:12])[cH:3][cH:4][cH:5]1. Starting materials: O (water), CS(=O)C=1SC2=C(N1)C=CC(=C2)CN2C(C(=NC=C2)N2CCOCC2)=O (1-((2-(methylsulfinyl)benzo[d]thiazol-6-yl)methyl)-3-morpholino pyrazin-2(1H)-one), N[C@H]1[C@@H](CCCC1)O ((1R,2R)-2-aminocyclohexanol), CCN(C(C)C)C(C)C (DIEA). The solvent is CC(=O)N(C)C (DMA). Reaction conditions: temperature 130 celsius, time 16 hour. Product: O[C@H]1[C@@H](CCCC1)NC=1SC2=C(N1)C=CC(=C2)CN2C(C(=NC=C2)N2CCOCC2)=O (1-((2-(((1R,2R)-2-hydroxycyclohexyl)amino)benzo[d]thiazol-6-yl)methyl)-3-morpholinopyrazin-2(1H)-one). Isolated yield 42.5%. As a reaction SMILES: CS([C:4]1[S:5][C:6]2[CH:12]=[C:11]([CH2:13][N:14]3[CH:19]=[CH:18][N:17]=[C:16]([N:20]4[CH2:25][CH2:24][O:23][CH2:22][CH2:21]4)[C:15]3=[O:26])[CH:10]=[CH:9][C:7]=2[N:8]=1)=O.[NH2:27][C@@H:28]1[CH2:33][CH2:32][CH2:31][CH2:30][C@H:29]1[OH:34].CCN(C(C)C)C(C)C.O>CC(N(C)C)=O>[OH:34][C@@H:29]1[CH2:30][CH2:31][CH2:32][CH2:33][C@H:28]1[NH:27][C:4]1[S:5][C:6]2[CH:12]=[C:11]([CH2:13][N:14]3[CH:19]=[CH:18][N:17]=[C:16]([N:20]4[CH2:25][CH2:24][O:23][CH2:22][CH2:21]4)[C:15]3=[O:26])[CH:10]=[CH:9][C:7]=2[N:8]=1. Procedure details: A mixture of 1-((2-(methylsulfinyl)benzo[d]thiazol-6-yl)methyl)-3-morpholino pyrazin-2(1H)-one (250 mg, 0.64 mmol), (1R,2R)-2-aminocyclohexanol (221 mg, 1.92 mmol) and DIEA (248 mg, 1.92 mmol) in DMA (6.6 mL) was stirred at 130° C. for 16 h. The reaction mixture was cooled to rt and poured into water (30 mL). The mixture extracted with ethyl acetate (3×100 mL) and the combined organic layers were washed with brine, dried over Na2SO4, filtered and concentrated under reduced pressure. The residue ... Reactants: C(=O)C=1C=CC(=NC1)OCCC=1N=C(OC1C)C1=CC=CC=C1 (5-formyl-2-[2-(5-methyl-2-phenyl-4-oxazolyl) ethoxy]pyridine), S1C(NC(C1)=O)=O (2,4-thiazolidinedione), N1CCCCC1 (piperidine), C(C)O (ethanol). Solvent: O (water). The product is CC1=C(N=C(O1)C1=CC=CC=C1)CCOC1=NC=C(C=C1)C=C1C(NC(S1)=O)=O (5-[[2-[2-(5-methyl-2-phenyl-4-oxazolyl)ethoxy]-5-pyridyl]methylidene]-2,4-thiazolidinedione). Isolated yield 29.3%. RXN SMILES: [CH:1]([C:3]1[CH:4]=[CH:5][C:6]([O:9][CH2:10][CH2:11][C:12]2[N:13]=[C:14]([C:18]3[CH:23]=[CH:22][CH:21]=[CH:20][CH:19]=3)[O:15][C:16]=2[CH3:17])=[N:7][CH:8]=1)=O.[S:24]1[CH2:28][C:27](=[O:29])[NH:26][C:25]1=[O:30].N1CCCCC1.C(O)C>O>[CH3:17][C:16]1[O:15][C:14]([C:18]2[CH:23]=[CH:22][CH:21]=[CH:20][CH:19]=2)=[N:13][C:12]=1[CH2:11][CH2:10][O:9][C:6]1[CH:5]=[CH:4][C:3]([CH:1]=[C:28]2[S:24][C:25](=[O:30])[NH:26][C:27]2=[O:29])=[CH:8][N:7]=1. Procedure details: A mixture of 5-formyl-2-[2-(5-methyl-2-phenyl-4-oxazolyl) ethoxy]pyridine (0.6 g), 2,4-thiazolidinedione (0.235 g), piperidine (0.066 ml) and ethanol (20 ml) was heated for 9 hours while refluxing. The reaction mixture was poured into water; the separating crystal, collected by filtration, was then recrystallized from ethanol-chloroform to yield 5-[[2-[2-(5-methyl-2-phenyl-4-oxazolyl)ethoxy]-5-pyridyl]methylidene]-2,4-thiazolidinedione (0.232 g, 29%) as a yellow crystal.